Dataset: the Open Reaction Database (ORD), a public repository of structured organic reaction records. Task: describe an organic reaction: reactants, conditions, products, and yield Starting materials: [C+4], CN1CCC(N2CCN(C(=O)Nc3cc(Oc4ccc([N+](=O)[O-])cc4F)ncn3)CC2)CC1, C1CCOC1, [OH-], [OH-], [OH-], [OH-], [OH-], [OH-], [Pd+2]. Yields the product CN1CCC(N2CCN(C(=O)Nc3cc(Oc4ccc(N)cc4F)ncn3)CC2)CC1. As a reaction SMILES: [C+4:39].[F:1][c:2]1[c:3]([O:4][c:5]2[n:6][cH:7][n:8][c:9]([NH:11][C:12](=[O:13])[N:14]3[CH2:15][CH2:16][N:17]([CH:20]4[CH2:21][CH2:22][N:23]([CH3:26])[CH2:24][CH2:25]4)[CH2:18][CH2:19]3)[cH:10]2)[cH:27][cH:28][c:29]([N+:31]([O-:32])=[O:33])[cH:30]1.[O:34]1[CH2:35][CH2:36][CH2:37][CH2:38]1.[OH-:40].[OH-:42].[OH-:43].[OH-:44].[OH-:45].[OH-:46].[Pd+2:41]>>[F:1][c:2]1[c:3]([O:4][c:5]2[n:6][cH:7][n:8][c:9]([NH:11][C:12](=[O:13])[N:14]3[CH2:15][CH2:16][N:17]([CH:20]4[CH2:21][CH2:22][N:23]([CH3:26])[CH2:24][CH2:25]4)[CH2:18][CH2:19]3)[cH:10]2)[cH:27][cH:28][c:29]([NH2:31])[cH:30]1. Starting materials: O=C1NC=2C=C(C=CC2C2=C1C=CS2)C(=O)OC (Methyl 4-oxo-4,5-dihydrothieno[3,2-c]quinoline-7-carboxylate), C1CC(=O)N(C1=O)Br (NBS), O (Water), N (ammonia). Run in C(Cl)(Cl)Cl (chloroform), C(C)(=O)O (acetic acid). Reaction conditions: temperature 70 celsius, time 16 hour. Yields the product BrC1=CC=2C(NC=3C=C(C=CC3C2S1)C(=O)OC)=O (methyl 2-bromo-4-oxo-4,5-dihydrothieno[3,2-c]quinoline-7-carboxylate). Isolated yield 76.0%. RXN SMILES: [O:1]=[C:2]1[C:11]2[CH:12]=[CH:13][S:14][C:10]=2[C:9]2[CH:8]=[CH:7][C:6]([C:15]([O:17][CH3:18])=[O:16])=[CH:5][C:4]=2[NH:3]1.C1C(=O)N([Br:26])C(=O)C1.O.N>C(Cl)(Cl)Cl.C(O)(=O)C>[Br:26][C:13]1[S:14][C:10]2[C:9]3[CH:8]=[CH:7][C:6]([C:15]([O:17][CH3:18])=[O:16])=[CH:5][C:4]=3[NH:3][C:2](=[O:1])[C:11]=2[CH:12]=1. Procedure details: Methyl 4-oxo-4,5-dihydrothieno[3,2-c]quinoline-7-carboxylate (1.0 eq, 17 mg, 0.066 mmol) was suspended in a mixture of chloroform (0.3 ml) and acetic acid (0.1 ml). NBS was added (9.5 eq, 112 mg, 0.63 mmol) and the mixture stirred at 70° C. for 16 hours. Water and aqueous ammonia was added and the material was extracted with CH2Cl2 (2×). The combined extracts were dried over Na2SO4 and the solvent removed in vacuo to provide methyl 2-bromo-4-oxo-4,5-dihydrothieno[3,2-c]quinoline-7-carboxylate (1... Reactants: CC(=O)O[BH-](OC(C)=O)OC(C)=O, O=C1CCC1, CC(=O)O, [Na+], C1CCOC1, OC1CCNCC1. Yields the product OC1CCN(C2CCC2)CC1. As a reaction SMILES: [C:17]([O:18][BH-:19]([O:20][C:21](=[O:22])[CH3:23])[O:24][C:25](=[O:26])[CH3:27])(=[O:28])[CH3:29].[C:8]1(=[O:12])[CH2:9][CH2:10][CH2:11]1.[CH3:13][C:14](=[O:15])[OH:16].[Na+:30].[O:31]1[CH2:32][CH2:33][CH2:34][CH2:35]1.[OH:1][CH:2]1[CH2:3][CH2:4][NH:5][CH2:6][CH2:7]1>>[OH:1][CH:2]1[CH2:3][CH2:4][N:5]([CH:8]2[CH2:9][CH2:10][CH2:11]2)[CH2:6][CH2:7]1. The reactants are COC(C)(C)OC (2,2-Dimethoxypropane), C1(=CC=C(C=C1)S(=O)(=O)[O-])C.[NH+]1=CC=CC=C1 (pyridinium p-toluenesulfonate), IC(C[C@H](CO)O)=C ((R)-4-iodopent-4-ene-1,2-diol). Solvent: ClCCl (dichloromethane). Run at time 2 hour. Product: IC(C[C@H]1OC(OC1)(C)C)=C ((R)-4-(2-iodoallyl)-2,2-dimethyl-1,3-dioxolane). RXN SMILES: [CH3:1][O:2][C:3]([O:6][CH3:7])([CH3:5])[CH3:4].C1(C)C=CC(S([O-])(=O)=O)=CC=1.[NH+]1C=CC=CC=1.[I:25][C:26](=[CH2:32])[CH2:27][C@@H](O)CO>ClCCl>[I:25][C:26](=[CH2:27])[CH2:32][C@@H:1]1[CH2:7][O:6][C:3]([CH3:5])([CH3:4])[O:2]1 |f:1.2|. Reported procedure: 2,2-Dimethoxypropane and pyridinium p-toluenesulfonate (PPTS) are added to a solution of (R)-4-iodopent-4-ene-1,2-diol in dichloromethane and the mixture stirred at room temperature for 2 hours. Solvents are removed under reduced pressure and the crude product purified by flash chromatography using ethyl acetate/hexane (1:10) eluant. Product: OCCCc1cnoc1-c1ccc(Cl)cc1Cl. As a reaction SMILES: [CH2:21]([Al+:22][CH2:23][CH:24]([CH3:25])[CH3:26])[CH:27]([CH3:28])[CH3:29].[Cl:1][c:2]1[c:3](-[c:9]2[c:10]([CH2:14][CH2:15][C:16](=[O:17])[O:18][CH3:19])[cH:11][n:12][o:13]2)[cH:4][cH:5][c:6]([Cl:8])[cH:7]1.[ClH:30].[H-:20].[O:31]1[CH2:32][CH2:33][CH2:34][CH2:35]1>>[Cl:1][c:2]1[c:3](-[c:9]2[c:10]([CH2:14][CH2:15][CH2:16][OH:17])[cH:11][n:12][o:13]2)[cH:4][cH:5][c:6]([Cl:8])[cH:7]1. Starting materials: CC(C)C[Al+]CC(C)C, COC(=O)CCc1cnoc1-c1ccc(Cl)cc1Cl, Cl, [H-], C1CCOC1. The reactants are BrC1=C(C=CC(=C1)Cl)C(C)NC1=CC=C(C=C1)C1=CC=C(C=C1)Cl (N-(1-(2-bromo-4-chlorophenyl)ethyl)-4′-chloro-[1,1′-biphenyl]-4-amine), C(C)OC(=O)C1=CC=C(C=C1)B(O)O (4-(ethoxycarbonyl)phenylboronic acid), Pd(dppf) Cl2, C(=O)([O-])[O-].[K+].[K+] (K2CO3). Run in CN(C)C=O (DMF). Yields the product ClC=1C=CC(=C(C1)C1=CC=C(C=C1)C(=O)OCC)C(C)NC1=CC=C(C=C1)C1=CC=C(C=C1)Cl (Ethyl 5′-chloro-2′-(1-((4′-chloro-[1,1′-biphenyl]-4-yl)amino)ethyl)-[1,1′-biphenyl]-4-carboxylate). As a reaction SMILES: Br[C:2]1[CH:7]=[C:6]([Cl:8])[CH:5]=[CH:4][C:3]=1[CH:9]([NH:11][C:12]1[CH:17]=[CH:16][C:15]([C:18]2[CH:23]=[CH:22][C:21]([Cl:24])=[CH:20][CH:19]=2)=[CH:14][CH:13]=1)[CH3:10].[CH2:25]([O:27][C:28]([C:30]1[CH:35]=[CH:34][C:33](B(O)O)=[CH:32][CH:31]=1)=[O:29])[CH3:26].C([O-])([O-])=O.[K+].[K+]>CN(C=O)C>[Cl:8][C:6]1[CH:5]=[CH:4][C:3]([CH:9]([NH:11][C:12]2[CH:17]=[CH:16][C:15]([C:18]3[CH:23]=[CH:22][C:21]([Cl:24])=[CH:20][CH:19]=3)=[CH:14][CH:13]=2)[CH3:10])=[C:2]([C:33]2[CH:34]=[CH:35][C:30]([C:28]([O:27][CH2:25][CH3:26])=[O:29])=[CH:31][CH:32]=2)[CH:7]=1 |f:2.3.4|. Reported procedure: N-(1-(2-bromo-4-chlorophenyl)ethyl)-4′-chloro-[1,1′-biphenyl]-4-amine (129 mg, 0.31 mmol), 4-(ethoxycarbonyl)phenylboronic acid (89 mg, 0.46 mmol), Pd(dppf) Cl2 (34 mg, 0.05 mmol), and K2CO3 (106 mg, 0.76 mmol) in wet DMF (3 mL) was heated to 90° C. After 16 h the resulting mixture was cooled to room temperature and filtered. The filtrate was diluted with EtOAc, washed with water for and saturated aqueous NaHCO3, dried (Na2SO4), concentrated, and purified via column chromatography to yield the t... The reactants are NC1=CC=C(C=C1)C (p-toluidine), [Li]CCCC (nBuLi), Cl[Si](C=1C=CC=C2C=C(CC12)C)(C)C (chloro(dimethyl)(2-methyl-1H-inden-7-yl)silane). Run in hexanes, C1CCOC1 (THF), C1CCOC1 (THF). Run at time 4 hour. Product: CC1=CC=C(C=C1)N[Si](C=1C=CC=C2C=C(CC12)C)(C)C (N-(4-Methylphenyl)-1,1-dimethyl-1-(2-methyl-1H-inden-7-yl)silanamine). RXN SMILES: [NH2:1][C:2]1[CH:7]=[CH:6][C:5]([CH3:8])=[CH:4][CH:3]=1.[Li]CCCC.Cl[Si:15]([CH3:27])([CH3:26])[C:16]1[CH:17]=[CH:18][CH:19]=[C:20]2[C:24]=1[CH2:23][C:22]([CH3:25])=[CH:21]2>C1COCC1>[CH3:8][C:5]1[CH:6]=[CH:7][C:2]([NH:1][Si:15]([CH3:26])([CH3:27])[C:16]2[CH:17]=[CH:18][CH:19]=[C:20]3[C:24]=2[CH2:23][C:22]([CH3:25])=[CH:21]3)=[CH:3][CH:4]=1. Procedure: To a solution of 6.44 g (60.0 mmol) of p-toluidine in 180 mL of THF 24.0 mL (60.0 mmol) of 2.5 M nBuLi in hexanes was added at 0° C. This mixture was additionally stirred for 4 hours at room temperature, then cooled to −40° C., and a solution of 13.4 g (60.0 mmol) of chloro(dimethyl)(2-methyl-1H-inden-7-yl)silane in 50 mL of THF was added in one portion. The resulting mixture was stirred for 12 hours at room temperature and then evaporated to dryness. To the residue 100 mL of ether was added, an... RXN SMILES: [Cl:1][C:2]1[N:3]=[N:4][C:5](Cl)=[CH:6][CH:7]=1.C(=O)([O-])[O-].[Na+].[Na+].[OH:15][CH2:16][CH2:17][CH2:18][N:19]1[CH2:24][CH2:23][NH:22][CH2:21][CH2:20]1>CC(N(C)C)=O>[Cl:1][C:2]1[N:3]=[N:4][C:5]([N:22]2[CH2:23][CH2:24][N:19]([CH2:18][CH2:17][CH2:16][OH:15])[CH2:20][CH2:21]2)=[CH:6][CH:7]=1 |f:1.2.3|. Procedure: 3,6-dichloropyridazine (14.90 g, 100 mmol), sodium carbonate (10.60 g, 100 mmol) and DMA (80 mL) were placed in a 250 mL three-necked bottle, and the solution of 1-(3-hydroxypropyl)piperazine (14.4 g, 100 mmol) in DMA (20 mL) was added slowly in dropwise within 30 min under an ice-bath condition. The mixture was stirred at room temperature overnight, distilled under a reduced pressure to remove the solvent to obtain a brown solid, which was subjected to a column chromatography (gradient elution:... Reactants: ClC=1N=NC(=CC1)Cl (3,6-dichloropyridazine), C([O-])([O-])=O.[Na+].[Na+] (sodium carbonate), OCCCN1CCNCC1 (1-(3-hydroxypropyl)piperazine). Solvent: CC(=O)N(C)C (DMA), CC(=O)N(C)C (DMA). Product: ClC1=CC=C(N=N1)N1CCN(CC1)CCCO (3-[4-(6-chloropyridazin-3-yl)piperazin-1-yl]propan-1-ol). Conditions: time 8 hour. Isolated yield 50.8%.